From a dataset of the Open Reaction Database (ORD), a public repository of structured organic reaction records. describe an organic reaction: reactants, conditions, products, and yield Starting materials: CN(C)C=O, CCOCC, CCC=O, O=CC1CCCCC1, O=C(O)C1CCCN1. Yields the product CC(C=O)C(O)C1CCCCC1. RXN SMILES: [CH3:21][N:22]([CH3:23])[CH:24]=[O:25].[CH3:26][CH2:27][O:28][CH2:29][CH3:30].[CH:1]([CH2:2][CH3:3])=[O:4].[CH:5]1([CH:11]=[O:12])[CH2:6][CH2:7][CH2:8][CH2:9][CH2:10]1.[OH:13][C:14]([CH:15]1[NH:16][CH2:17][CH2:18][CH2:19]1)=[O:20]>>[CH:1]([CH:2]([CH3:3])[CH:11]([CH:5]1[CH2:6][CH2:7][CH2:8][CH2:9][CH2:10]1)[OH:12])=[O:4]. Reactants: BrC=1C=C(\C=C\2/CCC=3N(C(=CC32)C(=O)OC)S(=O)(=O)C3=CC=C(C)C=C3)C=CC1 ((E)-methyl 4-(3-bromobenzylidene)-1-tosyl-1,4,5,6-tetrahydrocyclopenta[b]pyrrole-2-carboxylate), OC1=CC=C(C=C1)B(O)O (4-hydroxyphenylboronic acid). Yields the product OC1=CC=C(C=C1)C1=CC(=CC=C1)CC1CCC=2NC(=CC21)C(=O)OC (methyl 4-((4′-hydroxybiphenyl-3-yl)methyl)-1,4,5,6-tetrahydrocyclopenta[b]pyrrole-2-carboxylate), OC1=CC=C(C=C1)C1=CC(=CC=C1)\C=C\1/CCC=2N(C(=CC21)C(=O)OC)S(=O)(=O)C2=CC=C(C)C=C2 ((E)-methyl 4-((4′-hydroxybiphenyl-3-yl)methylene)-1-tosyl-1,4,5,6-tetrahydrocyclopenta[b]pyrrole-2-carboxylate). RXN SMILES: Br[C:2]1[CH:3]=[C:4]([CH:28]=[CH:29][CH:30]=1)/[CH:5]=[C:6]1\[CH2:7][CH2:8][C:9]2[N:10]([S:18]([C:21]3[CH:27]=[CH:26][C:24]([CH3:25])=[CH:23][CH:22]=3)(=[O:20])=[O:19])[C:11]([C:14]([O:16][CH3:17])=[O:15])=[CH:12][C:13]\1=2.[OH:31][C:32]1[CH:37]=[CH:36][C:35](B(O)O)=[CH:34][CH:33]=1>>[OH:31][C:32]1[CH:37]=[CH:36][C:35]([C:2]2[CH:30]=[CH:29][CH:28]=[C:4]([CH2:5][CH:6]3[C:13]4[CH:12]=[C:11]([C:14]([O:16][CH3:17])=[O:15])[NH:10][C:9]=4[CH2:8][CH2:7]3)[CH:3]=2)=[CH:34][CH:33]=1.[OH:31][C:32]1[CH:37]=[CH:36][C:35]([C:2]2[CH:30]=[CH:29][CH:28]=[C:4](/[CH:5]=[C:6]3\[CH2:7][CH2:8][C:9]4[N:10]([S:18]([C:21]5[CH:27]=[CH:26][C:24]([CH3:25])=[CH:23][CH:22]=5)(=[O:19])=[O:20])[C:11]([C:14]([O:16][CH3:17])=[O:15])=[CH:12][C:13]\3=4)[CH:3]=2)=[CH:34][CH:33]=1. Procedure: The title compound was synthesized in three steps. First, (E)-methyl 4-(3-bromobenzylidene)-1-tosyl-1,4,5,6-tetrahydrocyclopenta[b]pyrrole-2-carboxylate (0.301 g, 0.62 mmol) was coupled with 4-hydroxyphenylboronic acid (0.129 g, 0.94 mmol) according to General Procedure 9.1 to give (E)-methyl 4-((4′-hydroxybiphenyl-3-yl)methylene)-1-tosyl-1,4,5,6-tetrahydrocyclopenta[b]pyrrole-2-carboxylate, then tosyl deprotection according to General Procedure 10.1 to give (E)-methyl 4-((4′-hydroxybiphenyl-3-y... Yields the product CN1C(CCCC2=C1C=C(C=C2)[N+](=O)[O-])=O (1-methyl-8-nitro-1,3,4,5-tetrahydro-2H-1-benzazepin-2-one). The reactants are [H-].[Na+] (NaH), [N+](=O)([O-])C1=CC2=C(CCCC(N2)=O)C=C1 (8-nitro-1,3,4,5-tetrahydro-2H-1-benzazepin-2-one), IC (iodomethane). Run in CN(C)C=O (DMF). RXN SMILES: [H-].[Na+].[N+:3]([C:6]1[CH:17]=[CH:16][C:9]2[CH2:10][CH2:11][CH2:12][C:13](=[O:15])[NH:14][C:8]=2[CH:7]=1)([O-:5])=[O:4].I[CH3:19]>CN(C=O)C>[CH3:19][N:14]1[C:8]2[CH:7]=[C:6]([N+:3]([O-:5])=[O:4])[CH:17]=[CH:16][C:9]=2[CH2:10][CH2:11][CH2:12][C:13]1=[O:15] |f:0.1|. Procedure details: 144 mg of NaH (50%) are added to a solution of 549 mg of 8-nitro-1,3,4,5-tetrahydro-2H-1-benzazepin-2-one in 15 ml of DMF. The reaction medium is stirred for 15 minutes and then 187 μl of iodomethane are added. The mixture is stirred for 16 hours at ambient temperature and then run into ice-cold water and extracted with ethyl acetate. The organic phase is washed with a saturated sodium chloride solution, dried over magnesium sulfate, filtered and concentrated under reduced pressure. The residue ... Conditions: time 15 minute.